This data is from the Open Reaction Database (ORD), a public repository of structured organic reaction records. The task is: describe an organic reaction: reactants, conditions, products, and yield Starting materials: C(CCCC)C1CCC(CC1)CO (4-n-pentylcyclohexylmethanol), O (water), CS(=O)(=O)Cl (methanesulfonyl chloride). Solvent: N1=CC=CC=C1 (pyridine), C1(=CC=CC=C1)C (toluene). Conditions: time 8 hour. Product: CS(=O)(=O)OCC1CCC(CC1)CCCCC (4-n-pentylcyclohexylmethyl methanesulfonate). Isolated yield 99.2%. As a reaction SMILES: [CH2:1]([CH:6]1[CH2:11][CH2:10][CH:9]([CH2:12][OH:13])[CH2:8][CH2:7]1)[CH2:2][CH2:3][CH2:4][CH3:5].[CH3:14][S:15](Cl)(=[O:17])=[O:16].O>N1C=CC=CC=1.C1(C)C=CC=CC=1>[CH3:14][S:15]([O:13][CH2:12][CH:9]1[CH2:8][CH2:7][CH:6]([CH2:1][CH2:2][CH2:3][CH2:4][CH3:5])[CH2:11][CH2:10]1)(=[O:17])=[O:16]. Reported procedure: 8.0 g of 4-n-pentylcyclohexylmethanol was dissolved in a mixture solvent of 8 ml of pyridine and 8 ml of toluene. To the solution, 6.0 g of methanesulfonyl chloride was added dropwise below 10° C., followed by stirring overnight at room temperature. After the reaction, the reaction mixture was poured into cold water and subjected to extraction with toluene, followed by washing successively with 5%-hydrochloric acid aqueous solution and water and drying with anhydrous magnesium sulfate. The resul... Starting materials: C(C)(C)(C)NC1=C(C=C(C(=N1)N1C=C(C(C2=CC(=C(C(=C12)C)F)F)=O)C(=O)OCC)F)F (ethyl 1-[6-(t-butylamino)-3,5-difluoropyridine-2-yl]-6,7-difluoro-8-methyl-1,4-dihydro-4-oxoquinoline-3-carboxylate). Solvent: Cl (hydrochloric acid). The product is NC1=C(C=C(C(=N1)N1C=C(C(C2=CC(=C(C(=C12)C)F)F)=O)C(=O)O)F)F (1-(6-amino-3,5-difluoropyridine-2-yl)-6,7-difluoro-8-methyl-1,4-dihydro-4-oxoquinoline-3-carboxylic acid). Yield: 83.6%. As a reaction SMILES: C([NH:5][C:6]1[N:11]=[C:10]([N:12]2[C:21]3[C:16](=[CH:17][C:18]([F:24])=[C:19]([F:23])[C:20]=3[CH3:22])[C:15](=[O:25])[C:14]([C:26]([O:28]CC)=[O:27])=[CH:13]2)[C:9]([F:31])=[CH:8][C:7]=1[F:32])(C)(C)C>Cl>[NH2:5][C:6]1[N:11]=[C:10]([N:12]2[C:21]3[C:16](=[CH:17][C:18]([F:24])=[C:19]([F:23])[C:20]=3[CH3:22])[C:15](=[O:25])[C:14]([C:26]([OH:28])=[O:27])=[CH:13]2)[C:9]([F:31])=[CH:8][C:7]=1[F:32]. Reported procedure: To 2.5 g of ethyl 1-[6-(t-butylamino)-3,5-difluoropyridine-2-yl]-6,7-difluoro-8-methyl-1,4-dihydro-4-oxoquinoline-3-carboxylate was added 10 ml of 12N hydrochloric acid, and the mixture was heated overnight under reflux. The reaction solution was allowed to stand, and the solid precipitate was collected by filtration and washed with ethanol and then, with diethylether to obtain 1.7 g of the title compound as a pale yellow powder. The reactants are CC1=C(N)C(=CC(=C1)C)[N+](=O)[O-] (2,4-dimethyl-6-nitroaniline), ClCC(=O)N(C)C (2-chloro-N,N-dimethylacetamide), CO3. Solvent: CN(C)C=O (DMF). Reaction conditions: temperature 120 celsius, time 14 hour. Yields the product CC1=C(C(=CC(=C1)C)[N+](=O)[O-])NCC(=O)N(C)C (N2-(2,4-Dimethyl-6-nitrophenyl)-N1,N1-dimethylglycinamide). Reaction SMILES: [CH3:1][C:2]1[CH:8]=[C:7]([CH3:9])[CH:6]=[C:5]([N+:10]([O-:12])=[O:11])[C:3]=1[NH2:4].Cl[CH2:14][C:15]([N:17]([CH3:19])[CH3:18])=[O:16]>CN(C=O)C>[CH3:1][C:2]1[CH:8]=[C:7]([CH3:9])[CH:6]=[C:5]([N+:10]([O-:12])=[O:11])[C:3]=1[NH:4][CH2:14][C:15]([N:17]([CH3:19])[CH3:18])=[O:16]. Reported procedure: A mixture of 2,4-dimethyl-6-nitroaniline (5.00 g, 30.1 mmol), 2-chloro-N,N-dimethylacetamide (18.3 g, 150 mmol), K2 CO3 (6.24 g, 45.2 mmol), and KI (499 mg, 3.01 mmol) in DMF (100 mL) was heated at 120° C. for 7 h, then at 130° C. for 14 h. The cooled mixture was quenched with H2O (200 mL) and extracted with CH2 Cl2 (3×150 mL). The combined organic layers were dried over Na2 SO4, filtered, and concentrated under reduced pressure. The crude product was purified by silica gel chromatography, eluti... Reactants: CCO, O=S(=O)(CCCCl)NCc1ccc2oc(N3CCN(C4CC4)CC3)nc2c1, [K+], [OH-]. Product: O=S1(=O)CCCN1Cc1ccc2oc(N3CCN(C4CC4)CC3)nc2c1. Reaction SMILES: [CH3:30][CH2:31][OH:32].[CH:1]1([N:4]2[CH2:5][CH2:6][N:7]([c:10]3[o:11][c:12]4[c:13]([n:14]3)[cH:15][c:16]([CH2:19][NH:20][S:21](=[O:22])(=[O:23])[CH2:24][CH2:25][CH2:26][Cl:27])[cH:17][cH:18]4)[CH2:8][CH2:9]2)[CH2:2][CH2:3]1.[K+:29].[OH-:28]>>[CH:1]1([N:4]2[CH2:5][CH2:6][N:7]([c:10]3[o:11][c:12]4[c:13]([n:14]3)[cH:15][c:16]([CH2:19][N:20]3[S:21](=[O:22])(=[O:23])[CH2:24][CH2:25][CH2:26]3)[cH:17][cH:18]4)[CH2:8][CH2:9]2)[CH2:2][CH2:3]1. Starting materials: C(#N)C=1N=C(C2=CC=CC=C2C1)CO[C@@H]1CN(CC1)C(=O)OC(C)(C)C ((S)-tert-butyl 3-((3-cyanoisoquinolin-1-yl)methoxy)pyrrolidine-1-carboxylate), N(N)C(=O)OCC (ethyl hydrazinecarboxylate), C1CCC2=NCCCN2CC1 (DBU). The solvent is CN1CCCC1=O (NMP). Conditions: temperature 170 celsius. Product: N1C[C@H](CC1)OCC1=NC(=CC2=CC=CC=C12)C1=NNC(N1)=O ((S)-3-(1-((pyrrolidin-3-yloxy)methyl)isoquinolin-3-yl)-1H-1,2,4-triazol-5(4H)-one). The yield is 15.6%. RXN SMILES: [C:1]([C:3]1[N:4]=[C:5]([CH2:13][O:14][C@H:15]2[CH2:19][CH2:18][N:17](C(OC(C)(C)C)=O)[CH2:16]2)[C:6]2[C:11]([CH:12]=1)=[CH:10][CH:9]=[CH:8][CH:7]=2)#[N:2].[NH:27]([C:29](OCC)=[O:30])[NH2:28].C1CCN2C(=NCCC2)CC1>CN1C(=O)CCC1>[NH:17]1[CH2:18][CH2:19][C@H:15]([O:14][CH2:13][C:5]2[C:6]3[C:11](=[CH:10][CH:9]=[CH:8][CH:7]=3)[CH:12]=[C:3]([C:1]3[NH:2][C:29](=[O:30])[NH:27][N:28]=3)[N:4]=2)[CH2:16]1. Reported procedure: A mixture of (S)-tert-butyl 3-((3-cyanoisoquinolin-1-yl)methoxy)pyrrolidine-1-carboxylate (54.6 mg, 0.154 mmol) in NMP (0.4 mL), ethyl hydrazinecarboxylate (80 mg, 0.772 mmol) and DBU (0.012 mL, 0.077 mmol) was heated at 170° C. overnight and then filtered. The product in the filtrate was purified by mass-triggered HPLC eluting with a gradient of 35-60% ACN in water (acid mode). The product-containing fractions were concentrated in vacuo, treated with neat TFA (1 mL) for 5 minutes, and again con... The reactants are ClC1=NC(=CC(=N1)C(=O)N)Cl (2,6-dichloropyrimidine-4-carboxamide), CCN(C(C)C)C(C)C (iPr2NEt), Cl.NC[C@@H](C(=O)OC)O ((S)-methyl 3-amino-2-hydroxypropanoate hydrochloride). Solvent: C(C)#N (acetonitrile). Conditions: temperature 50 celsius. The product is C(N)(=O)C1=CC(=NC(=N1)Cl)NC[C@@H](C(=O)OC)O ((S)-methyl 3-((6-carbamoyl-2-chloropyrimidin-4-yl)amino)-2-hydroxypropanoate). The yield is 76.1%. RXN SMILES: Cl.[NH2:2][CH2:3][C@H:4]([OH:9])[C:5]([O:7][CH3:8])=[O:6].[Cl:10][C:11]1[N:16]=[C:15]([C:17]([NH2:19])=[O:18])[CH:14]=[C:13](Cl)[N:12]=1.CCN(C(C)C)C(C)C>C(#N)C>[C:17]([C:15]1[N:16]=[C:11]([Cl:10])[N:12]=[C:13]([NH:2][CH2:3][C@H:4]([OH:9])[C:5]([O:7][CH3:8])=[O:6])[CH:14]=1)(=[O:18])[NH2:19] |f:0.1|. Reported procedure: To a mixture of the (S)-methyl 3-amino-2-hydroxypropanoate hydrochloride (0.333 g, 2.14 mmol) in acetonitrile (10 mL) was added 2,6-dichloropyrimidine-4-carboxamide (0.385 g, 2.01 mmol) and iPr2NEt (0.77 mL, 4.4 mmol). The mixture was heated at 50° C. overnight then cooled. The precipitated solid was filtered off, rinsed once with 2 mL acetonitrile, and air-dried to give (S)-methyl 3-((6-carbamoyl-2-chloropyrimidin-4-yl)amino)-2-hydroxypropanoate as a pale peach-colored powder (0.421 g, 1.53 mmo...